Dataset: the Open Reaction Database (ORD), a public repository of structured organic reaction records. Task: describe an organic reaction: reactants, conditions, products, and yield Starting materials: C1(CC1)C=1N=C2N(C=C(C=C2)N2C(C=C(C=C2)O)=O)C1C (1-(2-cyclopropyl-3-methylimidazo[1,2-a]pyridin-6-yl)-4-hydroxypyridin-2(1H)-one), S1C=C(C=C1)CO (3-thienylmethanol), C(CCC)P(CCCC)CCCC (tributylphosphine), N(=NC(=O)N1CCCCC1)C(=O)N1CCCCC1 (1,1′-(azodicarbonyl)dipiperidine). Solvent: C1CCOC1 (THF). Run at temperature 60 celsius, time 4 hour. The product is C1(CC1)C=1N=C2N(C=C(C=C2)N2C(C=C(C=C2)OCC2=CSC=C2)=O)C1C (1-(2-Cyclopropyl-3-methylimidazo[1,2-a]pyridin-6-yl)-4-(3-thienylmethoxy)pyridin-2(1H)-one). Isolated yield 39.7%. RXN SMILES: [CH:1]1([C:4]2[N:5]=[C:6]3[CH:11]=[CH:10][C:9]([N:12]4[CH:17]=[CH:16][C:15]([OH:18])=[CH:14][C:13]4=[O:19])=[CH:8][N:7]3[C:20]=2[CH3:21])[CH2:3][CH2:2]1.[S:22]1[CH:26]=[CH:25][C:24]([CH2:27]O)=[CH:23]1.C(P(CCCC)CCCC)CCC.N(C(N1CCCCC1)=O)=NC(N1CCCCC1)=O>C1COCC1>[CH:1]1([C:4]2[N:5]=[C:6]3[CH:11]=[CH:10][C:9]([N:12]4[CH:17]=[CH:16][C:15]([O:18][CH2:27][C:24]5[CH:25]=[CH:26][S:22][CH:23]=5)=[CH:14][C:13]4=[O:19])=[CH:8][N:7]3[C:20]=2[CH3:21])[CH2:3][CH2:2]1. Procedure details: To a solution of 1-(2-cyclopropyl-3-methylimidazo[1,2-a]pyridin-6-yl)-4-hydroxypyridin-2(1H)-one (150 mg), 3-thienylmethanol (121 mg) and tributylphosphine (322 mg) in THF (15 ml) was added 1,1′-(azodicarbonyl)dipiperidine (401 mg). The mixture was stirred under sonication at 60° C. for 4 h. The reaction mixture was then cooled to room temperature, and concentrated in vacuo. The residue was diluted with DCM, washed with water and brine, dried over Na2SO4 and concentrated in vacuo. The residue wa... Yield: 18.0%. Conditions: temperature 100 celsius. The reagents and catalysts are CC(=O)[O-].CC(=O)[O-].[Pd+2] (Pd(OAc)2). Procedure details: A suspension of 2-(2-(2-(2-chloro-5-methylpyrimidin-4-yl)ethyl)phenyl)acetamide (K6) (0.150 g, 0.518 mmol), tert-butyl 4-(4-aminophenoxy)piperidine-1-carboxylate (A112) (0.182 g, 0.621 mmol), Pd(OAc)2 (2.3 mg, 0.010 mmol), Cs2CO3 (0.506 g, 1.55 mmol) and Xantphos (12 mg, 0.021 mmol) in 1,4-dioxane (2 mL) was heated under microwave irradiation at 100° C. for 45 minutes. Water (20 mL) and EtOAc (20 mL) were added and the resulting suspension sonicated for 1 minute and then filtered through Celite.... The product is NC(CC1=C(CCC2=NC(=NC=C2C)NC2=CC=C(OC3CCN(CC3)C(=O)OC(C)(C)C)C=C2)C=CC=C1)=O (tert-Butyl 4-(4-((4-(2-(2-amino-2-oxoethyl)phenethyl)-5-methylpyrimidin-2-yl)amino)phenoxy)piperidine-1-carboxylate), foam. Solvent: CCOC(=O)C (EtOAc), O (Water), O1CCOCC1 (1,4-dioxane). RXN SMILES: Cl[C:2]1[N:7]=[C:6]([CH2:8][CH2:9][C:10]2[CH:15]=[CH:14][CH:13]=[CH:12][C:11]=2[CH2:16][C:17]([NH2:19])=[O:18])[C:5]([CH3:20])=[CH:4][N:3]=1.[NH2:21][C:22]1[CH:41]=[CH:40][C:25]([O:26][CH:27]2[CH2:32][CH2:31][N:30]([C:33]([O:35][C:36]([CH3:39])([CH3:38])[CH3:37])=[O:34])[CH2:29][CH2:28]2)=[CH:24][CH:23]=1.C([O-])([O-])=O.[Cs+].[Cs+].CC1(C)C2C(=C(P(C3C=CC=CC=3)C3C=CC=CC=3)C=CC=2)OC2C(P(C3C=CC=CC=3)C3C=CC=CC=3)=CC=CC1=2>O1CCOCC1.CC([O-])=O.CC([O-])=O.[Pd+2].CCOC(C)=O.O>[NH2:19][C:17](=[O:18])[CH2:16][C:11]1[CH:12]=[CH:13][CH:14]=[CH:15][C:10]=1[CH2:9][CH2:8][C:6]1[C:5]([CH3:20])=[CH:4][N:3]=[C:2]([NH:21][C:22]2[CH:23]=[CH:24][C:25]([O:26][CH:27]3[CH2:32][CH2:31][N:30]([C:33]([O:35][C:36]([CH3:37])([CH3:38])[CH3:39])=[O:34])[CH2:29][CH2:28]3)=[CH:40][CH:41]=2)[N:7]=1 |f:2.3.4,7.8.9|. The reactants are ClC1=NC=C(C(=N1)CCC1=C(C=CC=C1)CC(=O)N)C (2-(2-(2-(2-chloro-5-methylpyrimidin-4-yl)ethyl)phenyl)acetamide), NC1=CC=C(OC2CCN(CC2)C(=O)OC(C)(C)C)C=C1 (tert-butyl 4-(4-aminophenoxy)piperidine-1-carboxylate), C(=O)([O-])[O-].[Cs+].[Cs+] (Cs2CO3), CC1(C2=C(C(=CC=C2)P(C3=CC=CC=C3)C4=CC=CC=C4)OC5=C(C=CC=C51)P(C6=CC=CC=C6)C7=CC=CC=C7)C (Xantphos). Starting materials: [N+](=O)([O-])C1=CC=C(C=C1)C1(CCCC1)C(=O)O (1-(4-nitro-phenyl)-cyclopentanecarboxylic acid), CC(C)=C (isobutylene). The reagents and catalysts are S(O)(O)(=O)=O (sulfuric acid). Run in C1CCOC1 (THF). Run at time 24 hour. Product: C(C)(C)(C)OC(=O)C1(CCCC1)C1=CC=C(C=C1)[N+](=O)[O-] (1-(4-Nitro-phenyl)-cyclopentanecarboxylic acid tert-butyl ester). As a reaction SMILES: [N+:1]([C:4]1[CH:9]=[CH:8][C:7]([C:10]2([C:15]([OH:17])=[O:16])[CH2:14][CH2:13][CH2:12][CH2:11]2)=[CH:6][CH:5]=1)([O-:3])=[O:2].[CH3:18][C:19](=[CH2:21])[CH3:20]>C1COCC1.S(=O)(=O)(O)O>[C:19]([O:16][C:15]([C:10]1([C:7]2[CH:6]=[CH:5][C:4]([N+:1]([O-:3])=[O:2])=[CH:9][CH:8]=2)[CH2:14][CH2:13][CH2:12][CH2:11]1)=[O:17])([CH3:21])([CH3:20])[CH3:18]. Procedure: A solution of 1-(4-nitro-phenyl)-cyclopentanecarboxylic acid (as prepared in the previous step) in THF at −78° C. in a pressure bottle is treated with 2 drops of concentrated sulfuric acid, and isobutylene gas is condensed into the mixture. The mixture is stirred 24 h at RT, cooled to −78° C. and quenched with satd aq NaHCO3. The mixture is warmed to RT and extracted with EtOAc. The organic layer is dried (MgSO4) and concentrated in vacuo. The residue is purified by silica gel chromatography wit... Starting materials: CS(=O)(=O)O, CC1(C)CNC(=O)N(CCCN)C1, OCC1Oc2cccnc2O1. Product: CC1(C)CNC(=O)N(CCCNCC2Oc3cccnc3O2)C1. Reaction SMILES: [CH3:1][S:2]([OH:3])(=[O:4])=[O:5].[NH2:17][CH2:18][CH2:19][CH2:20][N:21]1[C:22](=[O:29])[NH:23][CH2:24][C:25]([CH3:27])([CH3:28])[CH2:26]1.[O:6]1[CH:7]([CH2:15][OH:16])[O:8][c:9]2[n:10][cH:11][cH:12][cH:13][c:14]21>>[O:6]1[CH:7]([CH2:15][NH:17][CH2:18][CH2:19][CH2:20][N:21]2[C:22](=[O:29])[NH:23][CH2:24][C:25]([CH3:27])([CH3:28])[CH2:26]2)[O:8][c:9]2[n:10][cH:11][cH:12][cH:13][c:14]21. Starting materials: C(C1=CC=CC=C1)C=1C(=NC=C(N1)C1=CC=C(C=C1)OC)N (3-benzyl-5-(4-methoxyphenyl)pyrazin-2-amine), [K+].[Br-] (KBr), C(C1=CC(=CC=C1)OC)(=O)Cl (m-anisoyl chloride), O (water). The reagents and catalysts are CN(C1=CC=NC=C1)C (4-(dimethylamino)pyridine). Run in N1=CC=CC=C1 (pyridine), ClCCl.C(C)(=O)OCC (dichloromethane ethyl acetate). Reaction conditions: temperature 50 celsius, time 22 hour. Product: C(C1=CC=CC=C1)C=1C(=NC=C(N1)C1=CC=C(C=C1)OC)NC(C1=CC(=CC=C1)OC)=O (N-[3-Benzyl-5-(4-methoxyphenyl)pyrazin-2-yl]-3-methoxybenzamide). As a reaction SMILES: [CH2:1]([C:8]1[C:9]([NH2:22])=[N:10][CH:11]=[C:12]([C:14]2[CH:19]=[CH:18][C:17]([O:20][CH3:21])=[CH:16][CH:15]=2)[N:13]=1)[C:2]1[CH:7]=[CH:6][CH:5]=[CH:4][CH:3]=1.[C:23](Cl)(=[O:32])[C:24]1[CH:29]=[CH:28][CH:27]=[C:26]([O:30][CH3:31])[CH:25]=1.O.[K+].[Br-]>N1C=CC=CC=1.CN(C)C1C=CN=CC=1.ClCCl.C(OCC)(=O)C>[CH2:1]([C:8]1[C:9]([NH:22][C:23](=[O:32])[C:24]2[CH:29]=[CH:28][CH:27]=[C:26]([O:30][CH3:31])[CH:25]=2)=[N:10][CH:11]=[C:12]([C:14]2[CH:19]=[CH:18][C:17]([O:20][CH3:21])=[CH:16][CH:15]=2)[N:13]=1)[C:2]1[CH:7]=[CH:6][CH:5]=[CH:4][CH:3]=1 |f:3.4,7.8|. Procedure: To a solution of 3-benzyl-5-(4-methoxyphenyl)pyrazin-2-amine (12) (synthesized by the process of M. Adamczyk, et al., Org. Prep. Proced. Int., 33, 477-485 (2001)) (800 mg, 2.75 mmol) in pyridine (10 mL) were successively added 4-(dimethylamino)pyridine (33.6 mg, 275 μmol) and m-anisoyl chloride (18) (773 μL, 5.50 mmol) at room temperature, and the mixture was heated with stirring at 50° C. for 22 hours. After cooling to room temperature, to the mixture was added water and the product was extract... Starting materials: [N+](=O)([O-])C1=CC=C(OCC(COC2=CC=C(C=C2)[N+](=O)[O-])(C)C)C=C1 (1,3-bis-(4-nitrophenoxy)-2,2-dimethylpropane). Reagents/catalysts: [Ni] (Raney nickel). Solvent: CN(C)C=O (DMF). Product: NC1=CC=C(OCC(COC2=CC=C(C=C2)N)(C)C)C=C1 (1,3-bis-(4-aminophenoxy)-2,2-dimethylpropane). RXN SMILES: [N+:1]([C:4]1[CH:25]=[CH:24][C:7]([O:8][CH2:9][C:10]([CH3:23])([CH3:22])[CH2:11][O:12][C:13]2[CH:18]=[CH:17][C:16]([N+:19]([O-])=O)=[CH:15][CH:14]=2)=[CH:6][CH:5]=1)([O-])=O>[Ni].CN(C=O)C>[NH2:19][C:16]1[CH:15]=[CH:14][C:13]([O:12][CH2:11][C:10]([CH3:22])([CH3:23])[CH2:9][O:8][C:7]2[CH:24]=[CH:25][C:4]([NH2:1])=[CH:5][CH:6]=2)=[CH:18][CH:17]=1. Reported procedure: 1949 g 1,3-bis-(4-nitrophenoxy)-2,2-dimethylpropane were hydrogenated as in Example 10 in 10 1 DMF in the presence of 300 g Raney nickel. The crude product was recrystallized from ethanol/isopropanol (1:1). Starting materials: FC1=C(C=CC=C1)[N+](=O)[O-] (2-fluoronitrobenzene), NC1=CC=CC=C1 (aniline), C(=O)([O-])[O-].[K+].[K+] (K2CO3). Run in CC#N (CH3CN). Product: C1(=CC=CC=C1)N1C(NC2=C1C=CC=C2)=O (1-phenyl-1,3-dihydro-benzoimidazol-2-one). RXN SMILES: F[C:2]1[CH:7]=[CH:6][CH:5]=[CH:4][C:3]=1[N+:8]([O-])=O.[NH2:11][C:12]1[CH:17]=[CH:16][CH:15]=[CH:14][CH:13]=1.[C:18]([O-])([O-])=[O:19].[K+].[K+]>CC#N>[C:3]1([N:8]2[C:13]3[CH:14]=[CH:15][CH:16]=[CH:17][C:12]=3[NH:11][C:18]2=[O:19])[CH:4]=[CH:5][CH:6]=[CH:7][CH:2]=1 |f:2.3.4|. Reported procedure: 2-fluoronitrobenzene was treated with aniline in the prescence of K2CO3 in CH3CN and heated to reflux for 12 h. The solution is cooled, filtered and the solvent removed. The nitro group is reduced with catalytic hydrogenation and the diamine treated with CDI to give 1-phenyl-1,3-dihydro-benzoimidazol-2-one.